From a dataset of the Open Reaction Database (ORD), a public repository of structured organic reaction records. describe an organic reaction: reactants, conditions, products, and yield The reactants are Brc1ccc(-c2csc(NCC3CC3)n2)cn1, CC(C)(C)OC(=O)N1CCc2ccc(Cl)c(CS)c2CC1, CCN(C(C)C)C(C)C, C1COCCO1, O=C(C=Cc1ccccc1)C=Cc1ccccc1, O=C(C=Cc1ccccc1)C=Cc1ccccc1, O=C(C=Cc1ccccc1)C=Cc1ccccc1, [Pd], [Pd]. Yields the product CC(C)(C)OC(=O)N1CCc2ccc(Cl)c(CSc3ccc(-c4csc(NCC5CC5)n4)cn3)c2CC1. As a reaction SMILES: [Br:22][c:23]1[cH:24][cH:25][c:26](-[c:29]2[n:30][c:31]([NH:34][CH2:35][CH:36]3[CH2:37][CH2:38]3)[s:32][cH:33]2)[cH:27][n:28]1.[C:1]([CH3:2])([CH3:3])([CH3:4])[O:5][C:6](=[O:7])[N:8]1[CH2:9][CH2:10][c:11]2[c:12]([c:15]([CH2:20][SH:21])[c:16]([Cl:19])[cH:17][cH:18]2)[CH2:13][CH2:14]1.[CH:39]([N:40]([CH:41]([CH3:42])[CH3:43])[CH2:44][CH3:45])([CH3:46])[CH3:47].[O:48]1[CH2:49][CH2:50][O:51][CH2:52][CH2:53]1.[O:56]=[C:57]([CH:58]=[CH:59][c:60]1[cH:61][cH:62][cH:63][cH:64][cH:65]1)[CH:66]=[CH:67][c:68]1[cH:69][cH:70][cH:71][cH:72][cH:73]1.[O:74]=[C:75]([CH:76]=[CH:77][c:78]1[cH:79][cH:80][cH:81][cH:82][cH:83]1)[CH:84]=[CH:85][c:86]1[cH:87][cH:88][cH:89][cH:90][cH:91]1.[O:92]=[C:93]([CH:94]=[CH:95][c:96]1[cH:97][cH:98][cH:99][cH:100][cH:101]1)[CH:102]=[CH:103][c:104]1[cH:105][cH:106][cH:107][cH:108][cH:109]1.[Pd:54].[Pd:55]>>[C:1]([CH3:2])([CH3:3])([CH3:4])[O:5][C:6](=[O:7])[N:8]1[CH2:9][CH2:10][c:11]2[c:12]([c:15]([CH2:20][S:21][c:23]3[cH:24][cH:25][c:26](-[c:29]4[n:30][c:31]([NH:34][CH2:35][CH:36]5[CH2:37][CH2:38]5)[s:32][cH:33]4)[cH:27][n:28]3)[c:16]([Cl:19])[cH:17][cH:18]2)[CH2:13][CH2:14]1.